This data is from the Open Reaction Database (ORD), a public repository of structured organic reaction records. The task is: describe an organic reaction: reactants, conditions, products, and yield The reactants are COc1ccc(C=Cc2cc3cc(Br)ccc3o2)cc1, CCO, C1CCOC1, O=[Pt]=O. Product: COc1ccc(CCc2cc3cc(Br)ccc3o2)cc1. As a reaction SMILES: [Br:1][c:2]1[cH:3][cH:4][c:5]2[c:6]([cH:7][c:8]([CH:10]=[CH:11][c:12]3[cH:13][cH:14][c:15]([O:18][CH3:19])[cH:16][cH:17]3)[o:9]2)[cH:20]1.[CH3:26][CH2:27][OH:28].[O:21]1[CH2:22][CH2:23][CH2:24][CH2:25]1.[Pt:29](=[O:30])=[O:31]>>[Br:1][c:2]1[cH:3][cH:4][c:5]2[c:6]([cH:7][c:8]([CH2:10][CH2:11][c:12]3[cH:13][cH:14][c:15]([O:18][CH3:19])[cH:16][cH:17]3)[o:9]2)[cH:20]1. Starting materials: NCC12CC3CC(CC(C1)C3)C2 (1-(aminomethyl)adamantane), ClC=1C(=CC(=C(C(=O)NS(=O)(=O)C)C1)F)F (5-chloro-2,4-difluoro-N-(methylsulfonyl)benzamide), C([O-])([O-])=O.[K+].[K+] (potassium carbonate). The solvent is CN(C=O)C (N,N-dimethylformamide), O1CCCC1 (tetrahydrofuran). Conditions: temperature 65 celsius. Yields the product C12(CC3CC(CC(C1)C3)C2)CNC2=CC(=C(C(=O)NS(=O)(=O)C)C=C2Cl)F (4-((-adamantan-1-ylmethyl)amino)-5-chloro-2-fluoro-N-(methylsulfonyl)benzamide). Isolated yield 8.3%. As a reaction SMILES: [NH2:1][CH2:2][C:3]12[CH2:12][CH:7]3[CH2:8][CH:9]([CH2:11][CH:5]([CH2:6]3)[CH2:4]1)[CH2:10]2.[Cl:13][C:14]1[C:15](F)=[CH:16][C:17]([F:27])=[C:18]([CH:26]=1)[C:19]([NH:21][S:22]([CH3:25])(=[O:24])=[O:23])=[O:20].C(=O)([O-])[O-].[K+].[K+]>CN(C)C=O.O1CCCC1>[C:3]12([CH2:2][NH:1][C:15]3[C:14]([Cl:13])=[CH:26][C:18]([C:19]([NH:21][S:22]([CH3:25])(=[O:24])=[O:23])=[O:20])=[C:17]([F:27])[CH:16]=3)[CH2:12][CH:7]3[CH2:6][CH:5]([CH2:11][CH:9]([CH2:8]3)[CH2:10]1)[CH2:4]2 |f:2.3.4|. Procedure details: A stirred mixture of 1-(aminomethyl)adamantane (0.31 g, 1.85 mmol), 5-chloro-2,4-difluoro-N-(methylsulfonyl)benzamide (0.5 g, 1.85 mmol) and potassium carbonate (0.64 g, 4.63 mmol) in N,N-dimethylformamide (18 mL) and tetrahydrofuran (10 mL) was heated at 65° C. for 48 h. The reaction mixture was cooled to room temperature and filtered. The filtrate was diluted with saturated aqueous ammonium chloride (50 mL) and ethyl acetate (100 mL). The layers were separated and the aqueous layer was extract... The reactants are Cc1ccccc1, O=Cc1ccc([N+](=O)[O-])cc1, OCCO, Cc1ccc(S(=O)(=O)O)cc1. The product is O=[N+]([O-])c1ccc(C2OCCO2)cc1. Reaction SMILES: [CH3:27][c:28]1[cH:29][cH:30][cH:31][cH:32][cH:33]1.[N+:1](=[O:2])([O-:3])[c:4]1[cH:5][cH:6][c:7]([CH:8]=[O:9])[cH:10][cH:11]1.[OH:12][CH2:13][CH2:14][OH:15].[c:16]1([CH3:17])[cH:18][cH:19][c:20]([S:21]([OH:22])(=[O:23])=[O:24])[cH:25][cH:26]1>>[N+:1](=[O:2])([O-:3])[c:4]1[cH:5][cH:6][c:7]([CH:8]2[O:9][CH2:14][CH2:13][O:12]2)[cH:10][cH:11]1. The reactants are CS(=O)(=O)c1nc(Cl)c(-c2c(F)cccc2Cl)c(Cl)c1Br, CS(C)=O, CC#N. Product: N#Cc1nc(Cl)c(-c2c(F)cccc2Cl)c(Cl)c1Br. As a reaction SMILES: [Br:5][c:6]1[c:7]([Cl:25])[c:8](-[c:17]2[c:18]([Cl:24])[cH:19][cH:20][cH:21][c:22]2[F:23])[c:9]([Cl:16])[n:10][c:11]1[S:12]([CH3:13])(=[O:14])=[O:15].[CH3:1][S:2](=[O:3])[CH3:4].[CH3:26][C:27]#[N:28]>>[Br:5][c:6]1[c:7]([Cl:25])[c:8](-[c:17]2[c:18]([Cl:24])[cH:19][cH:20][cH:21][c:22]2[F:23])[c:9]([Cl:16])[n:10][c:11]1[C:27]#[N:28]. Starting materials: O=C([O-])O, OCCO, CC1(C)CCC(=O)CC1S(=O)(=O)c1ccccc1, [Na+], Cc1ccc(S(=O)(=O)O)cc1, c1ccccc1. Yields the product CC1(C)CCC2(CC1S(=O)(=O)c1ccccc1)OCCO2. RXN SMILES: [C:34](=[O:35])([OH:36])[O-:37].[CH2:19]([CH2:20][OH:21])[OH:22].[CH3:1][C:2]1([CH3:18])[CH:3]([S:9](=[O:10])(=[O:11])[c:12]2[cH:13][cH:14][cH:15][cH:16][cH:17]2)[CH2:4][C:5](=[O:8])[CH2:6][CH2:7]1.[Na+:38].[c:23]1([CH3:24])[cH:25][cH:26][c:27]([S:28]([OH:29])(=[O:30])=[O:31])[cH:32][cH:33]1.[cH:39]1[cH:40][cH:41][cH:42][cH:43][cH:44]1>>[CH3:1][C:2]1([CH3:18])[CH:3]([S:9](=[O:10])(=[O:11])[c:12]2[cH:13][cH:14][cH:15][cH:16][cH:17]2)[CH2:4][C:5]2([CH2:6][CH2:7]1)[O:8][CH2:19][CH2:20][O:21]2. Starting materials: CSC(=C[N+](=O)[O-])SC, CCO, NCC1(O)CN(C(=O)c2ccc(F)c(F)c2Nc2ccc(I)cc2F)C1. Product: CSC(=C[N+](=O)[O-])NCC1(O)CN(C(=O)c2ccc(F)c(F)c2Nc2ccc(I)cc2F)C1. Reaction SMILES: [CH3:27][S:28][C:29](=[CH:30][N+:31](=[O:32])[O-:33])[S:34][CH3:35].[CH3:36][CH2:37][OH:38].[NH2:1][CH2:2][C:3]1([OH:26])[CH2:4][N:5]([C:7](=[O:8])[c:9]2[c:10]([NH:17][c:18]3[c:19]([F:25])[cH:20][c:21]([I:24])[cH:22][cH:23]3)[c:11]([F:16])[c:12]([F:15])[cH:13][cH:14]2)[CH2:6]1>>[NH:1]([CH2:2][C:3]1([OH:26])[CH2:4][N:5]([C:7](=[O:8])[c:9]2[c:10]([NH:17][c:18]3[c:19]([F:25])[cH:20][c:21]([I:24])[cH:22][cH:23]3)[c:11]([F:16])[c:12]([F:15])[cH:13][cH:14]2)[CH2:6]1)[C:29]([S:28][CH3:27])=[CH:30][N+:31](=[O:32])[O-:33]. Reactants: C[Sn](C)(C)c1cc2c(cn1)C(=O)NCC2, Nc1ncc(-c2ccc(S(=O)(=O)NC3CC3)cc2)nc1Br, C1COCCO1, c1ccc(P(c2ccccc2)(c2ccccc2)[Pd](P(c2ccccc2)(c2ccccc2)c2ccccc2)(P(c2ccccc2)(c2ccccc2)c2ccccc2)P(c2ccccc2)(c2ccccc2)c2ccccc2)cc1. Yields the product Nc1ncc(-c2ccc(S(=O)(=O)NC3CC3)cc2)nc1-c1cc2c(cn1)C(=O)NCC2. As a reaction SMILES: [CH3:22][Sn:23]([c:24]1[cH:25][c:26]2[c:31]([cH:32][n:33]1)[C:30](=[O:34])[NH:29][CH2:28][CH2:27]2)([CH3:35])[CH3:36].[NH2:1][c:2]1[n:3][cH:4][c:5](-[c:9]2[cH:10][cH:11][c:12]([S:15](=[O:16])(=[O:17])[NH:18][CH:19]3[CH2:20][CH2:21]3)[cH:13][cH:14]2)[n:6][c:7]1[Br:8].[O:37]1[CH2:38][CH2:39][O:40][CH2:41][CH2:42]1.[cH:43]1[cH:44][cH:45][c:46]([P:47]([Pd:48]([P:49]([c:50]2[cH:51][cH:52][cH:53][cH:54][cH:55]2)([c:56]2[cH:57][cH:58][cH:59][cH:60][cH:61]2)[c:62]2[cH:63][cH:64][cH:65][cH:66][cH:67]2)([P:68]([c:69]2[cH:70][cH:71][cH:72][cH:73][cH:74]2)([c:75]2[cH:76][cH:77][cH:78][cH:79][cH:80]2)[c:81]2[cH:82][cH:83][cH:84][cH:85][cH:86]2)[P:87]([c:88]2[cH:89][cH:90][cH:91][cH:92][cH:93]2)([c:94]2[cH:95][cH:96][cH:97][cH:98][cH:99]2)[c:100]2[cH:101][cH:102][cH:103][cH:104][cH:105]2)([c:106]2[cH:107][cH:108][cH:109][cH:110][cH:111]2)[c:112]2[cH:113][cH:114][cH:115][cH:116][cH:117]2)[cH:118][cH:119]1>>[NH2:1][c:2]1[n:3][cH:4][c:5](-[c:9]2[cH:10][cH:11][c:12]([S:15](=[O:16])(=[O:17])[NH:18][CH:19]3[CH2:20][CH2:21]3)[cH:13][cH:14]2)[n:6][c:7]1-[c:24]1[cH:25][c:26]2[c:31]([cH:32][n:33]1)[C:30](=[O:34])[NH:29][CH2:28][CH2:27]2. The solvent is CO (MeOH). Procedure: To 3-iodo-2-napthoic acid (Preparation 5) (6.50 g), were added MeOH (100 mL) and concentrated H2SO4 (2 mL), and the resultant heterogeneous mixture was refluxed for 13 hr. The reaction mixture was allowed to cool to RT, then neutralized with NaHCO3 (6.0 g), and the volatile component was removed in vacuo. The residue was partitioned between water (50 mL) and EtOAc (300 mL). The organic layer was washed with Na2S2O3 solution (4.2 g +50 mL of water) and brine, dried (MgSO4), filtered and evaporate... Reactants: IC=1C(=CC2=CC=CC=C2C1)C(=O)O (3-iodo-2-napthoic acid), OS(=O)(=O)O (H2SO4), C(=O)(O)[O-].[Na+] (NaHCO3). Yield: 80.8%. RXN SMILES: [I:1][C:2]1[C:3]([C:12]([OH:14])=[O:13])=[CH:4][C:5]2[C:10]([CH:11]=1)=[CH:9][CH:8]=[CH:7][CH:6]=2.OS(O)(=O)=O.[C:20]([O-])(O)=O.[Na+]>CO>[I:1][C:2]1[C:3]([C:12]([O:14][CH3:20])=[O:13])=[CH:4][C:5]2[C:10]([CH:11]=1)=[CH:9][CH:8]=[CH:7][CH:6]=2 |f:2.3|. Yields the product IC=1C(=CC2=CC=CC=C2C1)C(=O)OC (Methyl 3-Iodo-2-napthoate). Starting materials: C(C1=CC=CC=C1)OC1=C2C=C(N(C2=CC=C1)C)C(=O)O (4-benzyloxy-1-methyl-1H-indole-2-carboxylic acid), C(C1=CC=CC=C1)N (benzylamine). Product: C(C1=CC=CC=C1)NC(=O)C=1N(C2=CC=CC(=C2C1)O)C (N-Benzyl 4-hydroxy-1-methyl-1H-indole-2-carboxamide). As a reaction SMILES: C([O:8][C:9]1[CH:17]=[CH:16][CH:15]=[C:14]2[C:10]=1[CH:11]=[C:12]([C:19]([OH:21])=O)[N:13]2[CH3:18])C1C=CC=CC=1.[CH2:22]([NH2:29])[C:23]1[CH:28]=[CH:27][CH:26]=[CH:25][CH:24]=1>>[CH2:22]([NH:29][C:19]([C:12]1[N:13]([CH3:18])[C:14]2[C:10]([CH:11]=1)=[C:9]([OH:8])[CH:17]=[CH:16][CH:15]=2)=[O:21])[C:23]1[CH:28]=[CH:27][CH:26]=[CH:25][CH:24]=1. Procedure details: From 4-benzyloxy-1-methyl-1H-indole-2-carboxylic acid and benzylamine the title compound was prepared by a method analogous to that described in Example 11. MS ES (M++H)=281. Starting materials: NC=1N=CN(C1C(=O)N)CC1=CC=CC=C1 (4-amino-1-benzyl-5-imidazole carboxamide), amide, C(C1=CC=CC=C1)(=O)Cl (benzoyl chloride), COC1=CC=C(C=C1)CC(=O)Cl (4-methoxyphenylacetyl chloride). The product is C(C1=CC=CC=C1)N1C=NC=2N=C(NC(C12)=O)CC1=CC=C(C=C1)OC (7-benzyl-2-(4-methoxybenzyl)hypoxanthine). Yield: 18.0%. RXN SMILES: [NH2:1][C:2]1[N:3]=[CH:4][N:5]([CH2:10][C:11]2[CH:16]=[CH:15][CH:14]=[CH:13][CH:12]=2)[C:6]=1[C:7]([NH2:9])=[O:8].C(Cl)(=O)C1C=CC=CC=1.[CH3:26][O:27][C:28]1[CH:33]=[CH:32][C:31]([CH2:34][C:35](Cl)=O)=[CH:30][CH:29]=1>>[CH2:10]([N:5]1[C:6]2[C:7](=[O:8])[NH:9][C:35]([CH2:34][C:31]3[CH:32]=[CH:33][C:28]([O:27][CH3:26])=[CH:29][CH:30]=3)=[N:1][C:2]=2[N:3]=[CH:4]1)[C:11]1[CH:16]=[CH:15][CH:14]=[CH:13][CH:12]=1. Reported procedure: An amidation reaction was carried out under the same conditions as in Example 1 using 6.48 g (30 mmol) of 4-amino-1-benzyl-5-imidazole carboxamide obtained in Reference Example 2 and using, instead of benzoyl chloride, 4-methoxyphenylacetyl chloride which was separately prepared according to a conventional method. A crude amide product was obtained after the post-treatment. The crude amide was subjected to a cyclization reaction for 13 hours under the same conditions as in Example 1. 1.92 g of 7...